Dataset: the Open Reaction Database (ORD), a public repository of structured organic reaction records. Task: describe an organic reaction: reactants, conditions, products, and yield Reactants: CNC(=O)c1cc(Oc2ccc(N)c(Cl)c2)ccn1, COc1ccc(C(F)(F)F)cc1N=C=O, COc1ccc(C(F)(F)F)cc1N. Yields the product CNC(=O)c1cc(Oc2ccc(N)c(Cl)c2)ccn1, NC(N)=O. As a reaction SMILES: [CH3:29][NH:30][C:31](=[O:32])[c:33]1[n:34][cH:35][cH:36][c:37]([O:39][c:40]2[cH:41][c:42]([Cl:47])[c:43]([NH2:44])[cH:45][cH:46]2)[cH:38]1.[F:14][C:15]([F:16])([F:17])[c:18]1[cH:19][cH:20][c:21]([O:25][CH3:26])[c:27]([N:22]=[C:23]=[O:24])[cH:28]1.[F:1][C:2]([F:3])([F:4])[c:5]1[cH:6][cH:7][c:9]([O:10][CH3:11])[c:12]([NH2:8])[cH:13]1>>[CH3:29][NH:30][C:31](=[O:32])[c:33]1[n:34][cH:35][cH:36][c:37]([O:39][c:40]2[cH:41][c:42]([Cl:47])[c:43]([NH2:44])[cH:45][cH:46]2)[cH:38]1.[NH2:8][C:23]([NH2:22])=[O:24]. Reactants: CSc1nc2cc(-c3ccncc3F)c(-c3cccnc3)nc2[nH]1, NN. Yields the product NNc1nc2cc(-c3ccncc3F)c(-c3cccnc3)nc2[nH]1. As a reaction SMILES: [F:1][c:2]1[cH:3][n:4][cH:5][cH:6][c:7]1-[c:8]1[cH:9][c:10]2[c:11]([n:12][c:13]1-[c:14]1[cH:15][n:16][cH:17][cH:18][cH:19]1)[nH:20][c:21]([S:23][CH3:24])[n:22]2.[NH2:25][NH2:26]>>[F:1][c:2]1[cH:3][n:4][cH:5][cH:6][c:7]1-[c:8]1[cH:9][c:10]2[c:11]([n:12][c:13]1-[c:14]1[cH:15][n:16][cH:17][cH:18][cH:19]1)[nH:20][c:21]([NH:25][NH2:26])[n:22]2. Reactants: O=C([O-])[O-], CCCCn1c(=O)[nH]c(=O)c2c1ncn2Cc1ccccc1, COCCCCl, CN(C)C=O, [K+], [K+], O. Yields the product CCCCn1c(=O)n(CCCOC)c(=O)c2c1ncn2Cc1ccccc1. As a reaction SMILES: [C:1](=[O:2])([O-:3])[O-:4].[CH2:7]([c:8]1[cH:9][cH:10][cH:11][cH:12][cH:13]1)[n:14]1[cH:15][n:16][c:17]2[n:18]([CH2:25][CH2:26][CH2:27][CH3:28])[c:19](=[O:24])[nH:20][c:21](=[O:23])[c:22]12.[CH3:29][O:30][CH2:31][CH2:32][CH2:33][Cl:34].[CH3:36][N:37]([CH3:38])[CH:39]=[O:40].[K+:5].[K+:6].[OH2:35]>>[CH2:7]([c:8]1[cH:9][cH:10][cH:11][cH:12][cH:13]1)[n:14]1[cH:15][n:16][c:17]2[n:18]([CH2:25][CH2:26][CH2:27][CH3:28])[c:19](=[O:24])[n:20]([CH2:33][CH2:32][CH2:31][O:30][CH3:29])[c:21](=[O:23])[c:22]12. Reactants: CC(C)(C)OC(=O)N1CCN(c2nc(N3CCOCC3)nc(-n3c(C(F)F)nc4c(O[Si](C)(C)C(C)(C)C)cccc43)n2)CC1, C1CCOC1, CCCC[N+](CCCC)(CCCC)CCCC, [F-]. Product: CC(C)(C)OC(=O)N1CCN(c2nc(N3CCOCC3)nc(-n3c(C(F)F)nc4c(O)cccc43)n2)CC1. RXN SMILES: [C:1]([Si:2]([CH3:3])([CH3:4])[O:6][c:7]1[cH:8][cH:9][cH:10][c:11]2[n:12](-[c:19]3[n:20][c:21]([N:31]4[CH2:32][CH2:33][N:34]([C:37](=[O:38])[O:39][C:40]([CH3:41])([CH3:42])[CH3:43])[CH2:35][CH2:36]4)[n:22][c:23]([N:25]4[CH2:26][CH2:27][O:28][CH2:29][CH2:30]4)[n:24]3)[c:13]([CH:16]([F:17])[F:18])[n:14][c:15]12)([CH3:5])([CH3:44])[CH3:45].[CH2:64]1[O:65][CH2:66][CH2:67][CH2:68]1.[CH3:47][CH2:48][CH2:49][CH2:50][N+:51]([CH2:52][CH2:53][CH2:54][CH3:55])([CH2:56][CH2:57][CH2:58][CH3:59])[CH2:60][CH2:61][CH2:62][CH3:63].[F-:46]>>[OH:6][c:7]1[cH:8][cH:9][cH:10][c:11]2[n:12](-[c:19]3[n:20][c:21]([N:31]4[CH2:32][CH2:33][N:34]([C:37](=[O:38])[O:39][C:40]([CH3:41])([CH3:42])[CH3:43])[CH2:35][CH2:36]4)[n:22][c:23]([N:25]4[CH2:26][CH2:27][O:28][CH2:29][CH2:30]4)[n:24]3)[c:13]([CH:16]([F:17])[F:18])[n:14][c:15]12. The reactants are CCOCC (Ether), C(C)(C)(C)OC(=O)NCC1(CC12CCCCC2)C(=O)O (1-(tert-butoxycarbonylamino-methyl)-spiro[2.5]octane-1-carboxylic acid), Cl (HCl). The solvent is O1CCOCC1 (1,4-dioxane), O1CCOCC1 (1,4-dioxane). Conditions: time 18 hour. Product: Cl.NCC1(CC12CCCCC2)C(=O)O (1-aminomethyl-spiro[2.5]octane-1-carboxylic acid hydrochloride). Isolated yield 86.0%. RXN SMILES: C(OC([NH:8][CH2:9][C:10]1([C:18]([OH:20])=[O:19])[C:12]2([CH2:17][CH2:16][CH2:15][CH2:14][CH2:13]2)[CH2:11]1)=O)(C)(C)C.[ClH:21].CCOCC>O1CCOCC1>[ClH:21].[NH2:8][CH2:9][C:10]1([C:18]([OH:20])=[O:19])[C:12]2([CH2:17][CH2:16][CH2:15][CH2:14][CH2:13]2)[CH2:11]1 |f:4.5|. Procedure details: To a solution of 1-(tert-butoxycarbonylamino-methyl)-spiro[2.5]octane-1-carboxylic acid (200 mg, 0.706 mmol) in 1,4-dioxane (3 mL) was added 4N HCl in 1,4-dioxane (3 mL). The reaction was stirred for 18 hours at room temperature. Ether (20 mL) was added and the precipitate was isolated by vacuum filtration. The solid was dried in a vacuum oven at 48° C. to give 133 mg (86%) of 1-aminomethyl-spiro[2.5]octane-1-carboxylic acid hydrochloride as a white solid: mp 240-242° C.; 1H NMR (300 MHz, D2O) δ...